Dataset: the Open Reaction Database (ORD), a public repository of structured organic reaction records. Task: describe an organic reaction: reactants, conditions, products, and yield Procedure details: 16.5 parts by weight of 2-chloro-2',6'-dimethyl-N-chloromethyl acetanilide and 9.3 parts by weight of 1,2,4-triazole are refluxed for 8 hours in 60 parts by volume of anhydrous tetrahydrofuran. After the mixture has been cooled, it is filtered, the filtrate is concentrated in vacuo, and the residue is dissolved in 60 parts by volume of chloroform, washed 3 times with water, each time with 40 parts by volume, and dried over sodium sulfate. After evaporation of the solvent in vacuo, there is isola... The product is 21.0, ClCC(=O)N(C1=C(C=CC=C1C)C)CN1N=CN=C1 (2-chloro-2',6'-dimethyl-N-(1,2,4-triazol-1-yl-methyl)-acetanilide). Reaction SMILES: [Cl:1][CH2:2][C:3]([N:5]([CH2:14]Cl)[C:6]1[C:11]([CH3:12])=[CH:10][CH:9]=[CH:8][C:7]=1[CH3:13])=[O:4].[NH:16]1[CH:20]=[N:19][CH:18]=[N:17]1>O1CCCC1>[Cl:1][CH2:2][C:3]([N:5]([CH2:14][N:16]1[CH:20]=[N:19][CH:18]=[N:17]1)[C:6]1[C:11]([CH3:12])=[CH:10][CH:9]=[CH:8][C:7]=1[CH3:13])=[O:4]. The solvent is O1CCCC1 (tetrahydrofuran). Starting materials: ClCC(=O)N(C1=C(C=CC=C1C)C)CCl (2-chloro-2',6'-dimethyl-N-chloromethyl acetanilide), N1N=CN=C1 (1,2,4-triazole). Solvent: CS(=O)C (dimethyl sulfoxide). The reactants are FC1=C(C=CC(=C1)O)NC(OCC1=CC=CC=C1)=O (benzyl (2-fluoro-4-hydroxyphenyl)carbamate), C([O-])([O-])=O.[Cs+].[Cs+] (cesium carbonate), ClC=1C=CC(=NC1)[N+](=O)[O-] (5-chloro-2-nitropyridine), O (Water). Reaction conditions: time 6 hour. As a reaction SMILES: [F:1][C:2]1[CH:7]=[C:6]([OH:8])[CH:5]=[CH:4][C:3]=1[NH:9][C:10](=[O:19])[O:11][CH2:12][C:13]1[CH:18]=[CH:17][CH:16]=[CH:15][CH:14]=1.C(=O)([O-])[O-].[Cs+].[Cs+].Cl[C:27]1[CH:28]=[CH:29][C:30]([N+:33]([O-:35])=[O:34])=[N:31][CH:32]=1.O>CS(C)=O>[F:1][C:2]1[CH:7]=[C:6]([O:8][C:27]2[CH:32]=[N:31][C:30]([N+:33]([O-:35])=[O:34])=[CH:29][CH:28]=2)[CH:5]=[CH:4][C:3]=1[NH:9][C:10](=[O:19])[O:11][CH2:12][C:13]1[CH:14]=[CH:15][CH:16]=[CH:17][CH:18]=1 |f:1.2.3|. Reported procedure: To a solution of benzyl (2-fluoro-4-hydroxyphenyl)carbamate (79 g, 303 mmol) in dimethyl sulfoxide (480 mL) were added cesium carbonate (123 g, 378 mmol) and 5-chloro-2-nitropyridine (40 g, 252 mmol), and the mixture was stirred at room temperature for 6 hr. Water (1000 mL) was added to the reaction mixture, and the mixture was extracted with ethyl acetate/tetrahydrofuran. The organic layer was washed with saturated brine, dried over anhydrous magnesium sulfate and filtered. The solvent was evap... Yield: 76.6%. Product: FC1=C(C=CC(=C1)OC=1C=NC(=CC1)[N+](=O)[O-])NC(OCC1=CC=CC=C1)=O (benzyl {2-fluoro-4-[(6-nitropyridin-3-yl)oxy]phenyl}carbamate). Reactants: C([O-])([O-])=O.[K+].[K+] (potassium carbonate), [I-].[K+] (potassium iodide), ClC(C#C)(C)C (3-chloro-3-methyl-1-butyne), FC(S(=O)(=O)C1=CC=C(C=C1)O)(F)F (4-trifluoromethylsulphonylphenol), C([O-])([O-])=O.[K+].[K+] (potassium carbonate), [I-].[K+] (potassium iodide), ClC(C#C)(C)C (3-chloro-3-methyl-1-butyne). Run in CC(CC)=O (butanone). Conditions: temperature 180 celsius, time 20 hour. The product is FC(S(=O)(=O)C1=CC2=C(OC(C=C2)(C)C)C=C1)(F)F (6-Trifluoromethylsulphonyl-2,2-dimethyl-2H-benzo(b)pyran). The yield is 38.9%. RXN SMILES: [F:1][C:2]([F:14])([F:13])[S:3]([C:6]1[CH:11]=[CH:10][C:9]([OH:12])=[CH:8][CH:7]=1)(=[O:5])=[O:4].C(=O)([O-])[O-].[K+].[K+].[I-].[K+].Cl[C:24]([CH3:28])([CH3:27])[C:25]#[CH:26]>CC(=O)CC>[F:14][C:2]([F:13])([F:1])[S:3]([C:6]1[CH:7]=[CH:8][C:9]2[O:12][C:24]([CH3:28])([CH3:27])[CH:25]=[CH:26][C:10]=2[CH:11]=1)(=[O:4])=[O:5] |f:1.2.3,4.5|. Reported procedure: 1 g (4.4 mmol) of 4-trifluoromethylsulphonylphenol are stirred under argon at 80°-90° C. for 20 hours together with 0.66 g of potassium carbonate, 80 mg of potassium iodide and 2 g of 3-chloro-3-methyl-1-butyne in 13 ml of dry butanone. 0.33 g of potassium carbonate, 40 mg of potassium iodide and 1 g of 3-chloro-3-methyl-1-butyne are then added once again and the mixture is stirred at 80°-90° C. for a further 20 hours. It is then allowed to cool and is filtered, and the filtrate is evaporated. T... Reactants: CCCCCCCCCCCCC(=O)Cl, CCCCCCCCCCCCC(=O)O, [Cl-], Cl, c1ccccc1, CCOC(=O)c1cc[nH]c1. The product is CCCCCCCCCCCCC(=O)c1cc(C(=O)OCC)c[nH]1. RXN SMILES: [C:11]([CH2:12][CH2:13][CH2:14][CH2:15][CH2:16][CH2:17][CH2:18][CH2:19][CH2:20][CH2:21][CH2:22][CH3:23])(=[O:24])[Cl:25].[CH3:26][CH2:27][CH2:28][CH2:29][CH2:30][CH2:31][CH2:32][CH2:33][CH2:34][CH2:35][CH2:36][CH2:37][C:38](=[O:39])[OH:40].[Cl-:41].[ClH:42].[cH:43]1[cH:44][cH:45][cH:46][cH:47][cH:48]1.[nH:1]1[cH:2][c:3]([C:6](=[O:7])[O:8][CH2:9][CH3:10])[cH:4][cH:5]1>>[nH:1]1[cH:2][c:3]([C:6](=[O:7])[O:8][CH2:9][CH3:10])[cH:4][c:5]1[C:11]([CH2:12][CH2:13][CH2:14][CH2:15][CH2:16][CH2:17][CH2:18][CH2:19][CH2:20][CH2:21][CH2:22][CH3:23])=[O:24]. Yields the product CCCCc1nc2c(n1Cc1ccc(-c3ccccc3-c3nnnn3C(c3ccccc3)(c3ccccc3)c3ccccc3)cc1)CC(C(=O)OC)N(C(=O)CC#N)C2. The reactants are N#CCC(=O)O, O=C([O-])O, CCCCc1nc2c(n1Cc1ccc(-c3ccccc3-c3nnnn3C(c3ccccc3)(c3ccccc3)c3ccccc3)cc1)CC(C(=O)OC)NC2, CCOC(C)=O, CC#N, C(=NC1CCCCC1)=NC1CCCCC1, [Na+], On1nnc2ccccc21. Reaction SMILES: [C:80](#[N:81])[CH2:82][C:83](=[O:84])[OH:85].[C:86](=[O:87])([O-:88])[OH:89].[CH2:1]([CH2:2][CH2:3][CH3:4])[c:5]1[n:6]([CH2:18][c:19]2[cH:20][cH:21][c:22](-[c:25]3[c:26](-[c:31]4[n:32][n:33][n:34][n:35]4[C:36]([c:37]4[cH:38][cH:39][cH:40][cH:41][cH:42]4)([c:43]4[cH:44][cH:45][cH:46][cH:47][cH:48]4)[c:49]4[cH:50][cH:51][cH:52][cH:53][cH:54]4)[cH:27][cH:28][cH:29][cH:30]3)[cH:23][cH:24]2)[c:7]2[c:8]([n:17]1)[CH2:9][NH:10][CH:11]([C:13](=[O:14])[O:15][CH3:16])[CH2:12]2.[CH3:91][CH2:92][O:93][C:94](=[O:95])[CH3:96].[CH3:97][C:98]#[N:99].[CH:55]1([N:56]=[C:57]=[N:58][CH:59]2[CH2:60][CH2:61][CH2:62][CH2:63][CH2:64]2)[CH2:65][CH2:66][CH2:67][CH2:68][CH2:69]1.[Na+:90].[OH:70][n:71]1[c:72]2[cH:73][cH:74][cH:75][cH:76][c:77]2[n:78][n:79]1>>[CH2:1]([CH2:2][CH2:3][CH3:4])[c:5]1[n:6]([CH2:18][c:19]2[cH:20][cH:21][c:22](-[c:25]3[c:26](-[c:31]4[n:32][n:33][n:34][n:35]4[C:36]([c:37]4[cH:38][cH:39][cH:40][cH:41][cH:42]4)([c:43]4[cH:44][cH:45][cH:46][cH:47][cH:48]4)[c:49]4[cH:50][cH:51][cH:52][cH:53][cH:54]4)[cH:27][cH:28][cH:29][cH:30]3)[cH:23][cH:24]2)[c:7]2[c:8]([n:17]1)[CH2:9][N:10]([C:83]([CH2:82][C:80]#[N:81])=[O:84])[CH:11]([C:13](=[O:14])[O:15][CH3:16])[CH2:12]2. As a reaction SMILES: [C:1]1(=[O:10])[C@H:9]2[C@@H:4]([CH2:5][CH2:6][CH2:7][CH2:8]2)[CH2:3][NH:2]1.F[B-](F)(F)F.[CH3:16][O+](C)C>>[CH3:16][O:10][C:1]1[C@H:9]2[C@@H:4]([CH2:5][CH2:6][CH2:7][CH2:8]2)[CH2:3][N:2]=1 |f:1.2|. Procedure details: A sample of the title compound of EXAMPLE 171 (1.39 g, 10 mmol) was reacted with trimethyloxonium tetrafluoroborate (1.78 g, 12 mmol) by the method of EXAMPLE 26 to yield, after chromatography, 1.05 g (69%) of the title material. The product is COC1=NC[C@@H]2CCCC[C@@H]12 ((trans)-3a, 4,5,6,7,7a-hexahydro-3-methoxy-1H-isoindole). Starting materials: C1(NC[C@@H]2CCCC[C@@H]12)=O ((trans)-octahydro-1H-isoindol-1-one), F[B-](F)(F)F.C[O+](C)C (trimethyloxonium tetrafluoroborate), title material. Starting materials: O=C([O-])[O-], Cc1ccccc1, CCO, O=Cc1ccc2[nH]nc(I)c2c1, N#N, [Na+], [Na+], O, c1ccc(P(c2ccccc2)(c2ccccc2)[Pd](P(c2ccccc2)(c2ccccc2)c2ccccc2)(P(c2ccccc2)(c2ccccc2)c2ccccc2)P(c2ccccc2)(c2ccccc2)c2ccccc2)cc1, OB(O)c1ccncc1. Product: O=Cc1ccc2[nH]nc(-c3ccncc3)c2c1. RXN SMILES: [C:22](=[O:23])([O-:24])[O-:25].[CH3:30][c:31]1[cH:32][cH:33][cH:34][cH:35][cH:36]1.[CH3:37][CH2:38][OH:39].[I:1][c:2]1[n:3][nH:4][c:5]2[cH:6][cH:7][c:8]([CH:11]=[O:12])[cH:9][c:10]12.[N:28]#[N:29].[Na+:26].[Na+:27].[OH2:40].[cH:41]1[cH:42][cH:43][c:44]([P:45]([Pd:46]([P:47]([c:48]2[cH:49][cH:50][cH:51][cH:52][cH:53]2)([c:54]2[cH:55][cH:56][cH:57][cH:58][cH:59]2)[c:60]2[cH:61][cH:62][cH:63][cH:64][cH:65]2)([P:66]([c:67]2[cH:68][cH:69][cH:70][cH:71][cH:72]2)([c:73]2[cH:74][cH:75][cH:76][cH:77][cH:78]2)[c:79]2[cH:80][cH:81][cH:82][cH:83][cH:84]2)[P:85]([c:86]2[cH:87][cH:88][cH:89][cH:90][cH:91]2)([c:92]2[cH:93][cH:94][cH:95][cH:96][cH:97]2)[c:98]2[cH:99][cH:100][cH:101][cH:102][cH:103]2)([c:104]2[cH:105][cH:106][cH:107][cH:108][cH:109]2)[c:110]2[cH:111][cH:112][cH:113][cH:114][cH:115]2)[cH:116][cH:117]1.[n:13]1[cH:14][cH:15][c:16]([B:19]([OH:20])[OH:21])[cH:17][cH:18]1>>[c:2]1(-[c:16]2[cH:15][cH:14][n:13][cH:18][cH:17]2)[n:3][nH:4][c:5]2[cH:6][cH:7][c:8]([CH:11]=[O:12])[cH:9][c:10]12.